Dataset: the Open Reaction Database (ORD), a public repository of structured organic reaction records. Task: describe an organic reaction: reactants, conditions, products, and yield Reactants: COCC1CCCN1C(=O)c1cc2nccc(Oc3ccc4c(C(=O)OC)c(C)sc4c3)c2s1, [Li+], [OH-], O. The product is COCC1CCCN1C(=O)c1cc2nccc(Oc3ccc4c(C(=O)O)c(C)sc4c3)c2s1. Reaction SMILES: [CH3:1][O:2][CH2:3][CH:4]1[N:5]([C:9](=[O:10])[c:11]2[cH:12][c:13]3[n:14][cH:15][cH:16][c:17]([O:20][c:21]4[cH:22][cH:23][c:24]5[c:25]([s:26][c:27]([CH3:33])[c:28]5[C:29](=[O:30])[O:31][CH3:32])[cH:34]4)[c:18]3[s:19]2)[CH2:6][CH2:7][CH2:8]1.[Li+:36].[OH-:35].[OH2:37]>>[CH3:1][O:2][CH2:3][CH:4]1[N:5]([C:9](=[O:10])[c:11]2[cH:12][c:13]3[n:14][cH:15][cH:16][c:17]([O:20][c:21]4[cH:22][cH:23][c:24]5[c:25]([s:26][c:27]([CH3:33])[c:28]5[C:29](=[O:30])[OH:31])[cH:34]4)[c:18]3[s:19]2)[CH2:6][CH2:7][CH2:8]1. Reactants: O=C([O-])[O-], CC(C)=O, COC(=O)CCl, SCc1ccc(Cl)cc1, [I-], [K+], [K+], [K+]. Yields the product COC(=O)CSCc1ccc(Cl)cc1. RXN SMILES: [C:1](=[O:2])([O-:3])[O-:4].[CH3:24][C:25](=[O:26])[CH3:27].[Cl:16][CH2:17][C:18](=[O:19])[O:20][CH3:21].[Cl:7][c:8]1[cH:9][cH:10][c:11]([CH2:12][SH:13])[cH:14][cH:15]1.[I-:23].[K+:22].[K+:5].[K+:6]>>[Cl:7][c:8]1[cH:9][cH:10][c:11]([CH2:12][S:13][CH2:17][C:18](=[O:19])[O:20][CH3:21])[cH:14][cH:15]1. The reactants are Boc-anhydride, Cl (HCl), COC=1C=C(C=CC1)OC1=CC=C(N)C=C1 (4-{[3-(methyloxy)phenyl]oxy}aniline), CC(C)(C)N(C([O-])=O)[C@H](CC)C(=O)NC=1C=NC(=CC1)OC1=CC(=C(C=C1)C#N)C(C)C (1,1-dimethylethyl((1R)-1-{[(6-{[4-cyano-3-(1-methylethyl)phenyl]oxy}-3-pyridinyl)amino]carbonyl}propyl)carbamate). Reagents/catalysts: CN(C)C=1C=CN=CC1 (DMAP). The solvent is ClCCl (dichloromethane), CCOCC (Et2O), ClCCl (dichloromethane), C(Cl)Cl (DCM). Reaction conditions: temperature 100 celsius, time 10 minute. Yields the product C(C)[C@@H]1C(N(C(N1)=O)C1=CC=C(C=C1)OC1=CC(=CC=C1)OC)=O ((5R)-5-ethyl-3-(4-{[3-(methyloxy)phenyl]oxy}phenyl)-2,4-imidazolidinedione). Reaction SMILES: [CH3:1][O:2][C:3]1[CH:4]=[C:5]([O:9][C:10]2[CH:16]=[CH:15][C:13]([NH2:14])=[CH:12][CH:11]=2)[CH:6]=[CH:7][CH:8]=1.CC([N:21]([C@@H:25]([C:28](NC1C=NC(OC2C=CC(C#N)=C(C(C)C)C=2)=CC=1)=[O:29])[CH2:26][CH3:27])[C:22](=O)[O-:23])(C)C.Cl>ClCCl.CN(C1C=CN=CC=1)C.CCOCC>[CH2:26]([C@H:25]1[NH:21][C:22](=[O:23])[N:14]([C:13]2[CH:15]=[CH:16][C:10]([O:9][C:5]3[CH:6]=[CH:7][CH:8]=[C:3]([O:2][CH3:1])[CH:4]=3)=[CH:11][CH:12]=2)[C:28]1=[O:29])[CH3:27]. Procedure: To Boc-anhydride (138 mg, 0.631 mmol) in dichloromethane (1 mL) was added DMAP (55.1 mg, 0.451 mmol) followed by a solution of 4-{[3-(methyloxy)phenyl]oxy}aniline (97 mg, 0.451 mmol) in dichloromethane (1 mL). The mixture was stirred for 10 min. The brown solution thus obtained was added to Solution 1 via syringe with shaking at 35° C. and shaking was continued at this temperature for 2 hours. The solution was then kept at room temperature for ca. 64 hours. Conc. aq. HCl (ca. 0.8 mL) was added a... Reactants: CCN(CC)S(F)(F)F, ClCCl, Cc1nsc(N2CCC(Nc3nc4c(C(O)c5ccc(F)cc5)cccn4n3)CC2)n1, N, O. Yields the product Cc1nsc(N2CCC(Nc3nc4c(C(F)c5ccc(F)cc5)cccn4n3)CC2)n1. As a reaction SMILES: [CH2:32]([N:33]([S:34]([F:35])([F:36])[F:38])[CH2:37][CH3:39])[CH3:40].[Cl:43][CH2:44][Cl:45].[F:1][c:2]1[cH:3][cH:4][c:5]([CH:8]([OH:9])[c:10]2[c:11]3[n:12]([cH:13][cH:14][cH:15]2)[n:16][c:17]([NH:19][CH:20]2[CH2:21][CH2:22][N:23]([c:26]4[n:27][c:28]([CH3:31])[n:29][s:30]4)[CH2:24][CH2:25]2)[n:18]3)[cH:6][cH:7]1.[N:41].[OH2:42]>>[F:1][c:2]1[cH:3][cH:4][c:5]([CH:8]([c:10]2[c:11]3[n:12]([cH:13][cH:14][cH:15]2)[n:16][c:17]([NH:19][CH:20]2[CH2:21][CH2:22][N:23]([c:26]4[n:27][c:28]([CH3:31])[n:29][s:30]4)[CH2:24][CH2:25]2)[n:18]3)[F:38])[cH:6][cH:7]1. The reactants are NCC(CN)O (1,3-diamino-2-hydroxypropane), C1(=CC=CC=C1)CCC(CCC1=CC=CC=C1)=O (1,5-di-(phenyl)-3-pentanone), [H][H] (hydrogen), [H][H] (hydrogen). The reagents and catalysts are [Pt]=O (platinum oxide). The solvent is C(C)O (ethanol), C(C)O (ethanol). The product is NCC(CNC(CCC1=CC=CC=C1)CCC1=CC=CC=C1)O (1-amino-3-[1,5-di-(phenyl)-3-pentylamino]-2-propanol). As a reaction SMILES: [C:1]1([CH2:7][CH2:8][C:9](=O)[CH2:10][CH2:11][C:12]2[CH:17]=[CH:16][CH:15]=[CH:14][CH:13]=2)[CH:6]=[CH:5][CH:4]=[CH:3][CH:2]=1.[NH2:19][CH2:20][CH:21]([OH:24])[CH2:22][NH2:23].[H][H]>[Pt]=O.C(O)C>[NH2:19][CH2:20][CH:21]([OH:24])[CH2:22][NH:23][CH:9]([CH2:10][CH2:11][C:12]1[CH:17]=[CH:16][CH:15]=[CH:14][CH:13]=1)[CH2:8][CH2:7][C:1]1[CH:6]=[CH:5][CH:4]=[CH:3][CH:2]=1. Reported procedure: A solution of 1,5-di-(phenyl)-3-pentanone (9.5 g., 0.04 mole) in 50 cc. of anhydrous ethanol is added dropwise over about 20 minutes to a stirred solution of 1,3-diamino-2-hydroxypropane (25 g., 0.27 mole) in 200 cc. of ethanol. The resulting mixture is then heated at reflux for about two hours, allowed to cool, 1.0 g. platinum oxide added, and the mixture reduced under a 40 psi hydrogen atmosphere until hydrogen uptake ceases. The mixture is then filtered from the catalyst, concentrated in vacu... The reactants are C([O-])([O-])=O.[K+].[K+] (potassium carbonate), ClCCN(C)C (2-chloro-N,N-dimethylethanamine), C(C)OC1=CC(=C(CN2N=C(C3=C2CCC3)C3=NC=C(C(=N3)NC3=CC=NC=C3)O)C(=C1)F)F (2-[1-(4-ethoxy-2,6-difluorobenzyl)-1,4,5,6-tetrahydrocyclopenta[c]-pyrazol-3-yl]-4-(pyridin-4-ylamino)pyrimidin-5-ol). Solvent: CN(C)C=O (DMF). Conditions: temperature 50 celsius. Product: CN(CCOC=1C(=NC(=NC1)C=1C2=C(N(N1)CC1=C(C=C(C=C1F)OCC)F)CCC2)NC2=CC=NC=C2)C (5-[2-(dimethylamino)ethoxy]-2-[1-(4-ethoxy-2,6-difluorobenzyl)-1,4,5,6-tetrahydrocyclopenta[c]pyrazol-3-yl]-N-(pyridin-4-yl)pyrimidin-4-amine). RXN SMILES: [CH2:1]([O:3][C:4]1[CH:32]=[C:31]([F:33])[C:7]([CH2:8][N:9]2[C:13]3[CH2:14][CH2:15][CH2:16][C:12]=3[C:11]([C:17]3[N:22]=[C:21]([NH:23][C:24]4[CH:29]=[CH:28][N:27]=[CH:26][CH:25]=4)[C:20]([OH:30])=[CH:19][N:18]=3)=[N:10]2)=[C:6]([F:34])[CH:5]=1)[CH3:2].C(=O)([O-])[O-].[K+].[K+].Cl[CH2:42][CH2:43][N:44]([CH3:46])[CH3:45]>CN(C=O)C>[CH3:45][N:44]([CH3:46])[CH2:43][CH2:42][O:30][C:20]1[C:21]([NH:23][C:24]2[CH:25]=[CH:26][N:27]=[CH:28][CH:29]=2)=[N:22][C:17]([C:11]2[C:12]3[CH2:16][CH2:15][CH2:14][C:13]=3[N:9]([CH2:8][C:7]3[C:6]([F:34])=[CH:5][C:4]([O:3][CH2:1][CH3:2])=[CH:32][C:31]=3[F:33])[N:10]=2)=[N:18][CH:19]=1 |f:1.2.3|. Procedure details: 100 mg of 2-[1-(4-ethoxy-2,6-difluorobenzyl)-1,4,5,6-tetrahydrocyclopenta[c]-pyrazol-3-yl]-4-(pyridin-4-ylamino)pyrimidin-5-ol 2-2-1 (0.215 mmol, 1.00 eq.) were dissolved in 8 mL of dry DMF and 149 mg potassium carbonate (1.08 mmol, 5.00 eq.) and 47 mg 2-chloro-N,N-dimethylethanamine (0.323 mmol, 1.50 eq.) were added. The reaction mixture was stirred over night at 50° C. The reaction mixture was partitioned between aqueous half saturated sodium chloride solution and DCM/isopropanol (4:1). The se... Starting materials: CN(CCCNC(=S)NCCCN1CCOCC1)C (N-[3-(dimethylamino)]propyl-N'-(3-morpholino)propyl -thiourea), CN(CCCNC(=S)NCCCN1CCOCC1)C (N-[3-(dimethylamino)]propyl-N'-(3-morpholino)propyl -thiourea), N=C=N (carbodiimide), CN(CCCNC(=S)NCCCN1CCOCC1)C (N-[3-(dimethylamino)]propyl-N'-(3-morpholino)propyl -thiourea). Reagents/catalysts: [Hg]=O (mercury oxide). The solvent is CC(=O)C (acetone). Conditions: time 2 hour. The product is CN(CCCN=C=NCCCN1CCOCC1)C (N-[3-(dimethyl-amino)]propyl-N'-(3-morpholino)propyl-carbodiimide). Isolated yield 59.0%. As a reaction SMILES: [CH3:1][N:2]([CH3:19])[CH2:3][CH2:4][CH2:5][NH:6][C:7]([NH:9][CH2:10][CH2:11][CH2:12][N:13]1[CH2:18][CH2:17][O:16][CH2:15][CH2:14]1)=S.N=C=N>CC(C)=O.[Hg]=O>[CH3:19][N:2]([CH3:1])[CH2:3][CH2:4][CH2:5][N:6]=[C:7]=[N:9][CH2:10][CH2:11][CH2:12][N:13]1[CH2:14][CH2:15][O:16][CH2:17][CH2:18]1. Procedure: In 35 ml of acetone was dissolved 2.7 g (10 mmol) of N-[3-(dimethylamino)]propyl-N'-(3-morpholino)propyl -thiourea (Compound (1)). Further, 4.2 g (20 mmol) of mercury oxide was added, and the resulting mixture was stirred for 2 hours under reflux. Then, the reaction mixture was allowed to cool and filtered. The solvent was distilled off to obtain a crude product. This product was evaporated under reduced pressure to obtain 1.5 g (yield: 60%) of N-[3-(dimethyl-amino)]propyl-N'-(3-morpholino)propy... Reactants: FC1(CC(C1)NC(=O)N[C@@](CC1=CC=CC=C1)(C1=CC(=CC(=C1)OC(C(F)F)(F)F)F)C1=CC(=C(C=C1)F)C=O)F ((R)-1-(3,3-difluorocyclobutyl)-3-(1-(4-fluoro-3-formylphenyl)-1-(3-fluoro-5-(1,1,2,2-tetrafluoroethoxy)phenyl)-2-phenylethyl)urea), N(C)C (NHMe2), [BH3-]C#N.[Na+] (NaCNBH3), C(C)(=O)O (acetic acid). Run in CO (MeOH). Conditions: time 30 minute. Yields the product FC1(CC(C1)NC(=O)N[C@@](CC1=CC=CC=C1)(C1=CC(=CC(=C1)OC(C(F)F)(F)F)F)C1=CC(=C(C=C1)F)CN(C)C)F ((R)-1-(3,3-difluorocyclobutyl)-3-(1-(3-((dimethylamino)methyl)-4-fluorophenyl)-1-(3-fluoro-5-(1,1,2,2-tetrafluoroethoxy)phenyl)-2-phenylethyl)urea). Yield: 44.0%. RXN SMILES: [F:1][C:2]1([F:41])[CH2:5][CH:4]([NH:6][C:7]([NH:9][C@:10]([C:32]2[CH:37]=[CH:36][C:35]([F:38])=[C:34]([CH:39]=O)[CH:33]=2)([C:18]2[CH:23]=[C:22]([O:24][C:25]([F:30])([F:29])[CH:26]([F:28])[F:27])[CH:21]=[C:20]([F:31])[CH:19]=2)[CH2:11][C:12]2[CH:17]=[CH:16][CH:15]=[CH:14][CH:13]=2)=[O:8])[CH2:3]1.[NH:42]([CH3:44])[CH3:43].C(O)(=O)C.[BH3-]C#N.[Na+]>CO>[F:1][C:2]1([F:41])[CH2:5][CH:4]([NH:6][C:7]([NH:9][C@:10]([C:32]2[CH:37]=[CH:36][C:35]([F:38])=[C:34]([CH2:39][N:42]([CH3:44])[CH3:43])[CH:33]=2)([C:18]2[CH:23]=[C:22]([O:24][C:25]([F:30])([F:29])[CH:26]([F:27])[F:28])[CH:21]=[C:20]([F:31])[CH:19]=2)[CH2:11][C:12]2[CH:17]=[CH:16][CH:15]=[CH:14][CH:13]=2)=[O:8])[CH2:3]1 |f:3.4|. Procedure: To a solution of (R)-1-(3,3-difluorocyclobutyl)-3-(1-(4-fluoro-3-formylphenyl)-1-(3-fluoro-5-(1,1,2,2-tetrafluoroethoxy)phenyl)-2-phenylethyl)urea (20 mg, 0.03 mmol) in MeOH (2 mL) was added NHMe2 (0.009 mL) and a drop of acetic acid. The reaction mixture was stirred at rt for 30 min, followed by addition of NaCNBH3 (2 mg, 0.03 mmol). The reaction mixture was stirred at rt for 1 h. The solvent was removed under reduced pressure and the residue was partitioned between sat. NaHCO3 and EtOAc. The o...